From a dataset of the Open Reaction Database (ORD), a public repository of structured organic reaction records. describe an organic reaction: reactants, conditions, products, and yield As a reaction SMILES: [N:1]1[CH:6]=[CH:5][CH:4]=[C:3]([CH2:7][CH2:8][CH2:9][O:10][CH2:11][CH2:12][NH:13][C:14]2[C:23]3[C:18](=[CH:19][CH:20]=[CH:21][CH:22]=3)[N:17]3[N:24]=[N:25][N:26]=[C:16]3[C:15]=2[NH2:27])[CH:2]=1.[C:28](OCC)(OCC)(OCC)[CH3:29].C(Cl)(Cl)Cl.CO>ClCCCl>[CH3:28][C:29]1[N:13]([CH2:12][CH2:11][O:10][CH2:9][CH2:8][CH2:7][C:3]2[CH:2]=[N:1][CH:6]=[CH:5][CH:4]=2)[C:14]2[C:23]3[C:18](=[CH:19][CH:20]=[CH:21][CH:22]=3)[N:17]3[N:24]=[N:25][N:26]=[C:16]3[C:15]=2[N:27]=1 |f:2.3|. The yield is 98.1%. The solvent is ClCCCl (1,2-dichloroethane). Starting materials: C(C)(OCC)(OCC)OCC (Triethyl orthoacetate), N1=CC(=CC=C1)CCCOCCNC1=C(C=2N(C3=CC=CC=C13)N=NN2)N (N5-[2-(3-pyridin-3-ylpropoxy)ethyl]tetrazolo[1,5-a]quinoline-4,5-diamine), C(Cl)(Cl)Cl.CO (chloroform methanol). The product is CC=1N(C2=C(C=3N(C4=CC=CC=C24)N=NN3)N1)CCOCCCC=1C=NC=CC1 (5-methyl-6-[2-(3-pyridin-3-ylpropoxy)ethyl]-6H-imidazo[4,5-c]tetrazolo[1,5-a]quinoline). Procedure details: Under an atmosphere of nitrogen, N5-[2-(3-pyridin-3-ylpropoxy)ethyl]tetrazolo[1,5-a]quinoline-4,5-diamine (0.70 g, 1.92 mmol) was dissolved in 1,2-dichloroethane (15 ml). Triethyl orthoacetate (0.53 ml, 2.88 mmol) was added via syringe and the reaction was heated to reflux for 3 hours. Analysis by thin layer chromatography (95/5 chloroform/methanol) showed complete consumption of the diamine. The reaction was quenched by the addition of water (15 ml). The phases were separated and the aqueous fr... The reactants are BrBr (Bromine), C(C)(=O)C=1N=C(SC1)CNC(C)=O (4-acetyl-2-acetylaminomethylthiazole). Solvent: C(C)(=O)O (acetic acid), O (water). Run at temperature 70 celsius. The product is C(C)(=O)NCC=1SC=C(N1)C(CBr)=O (2-acetylaminomethyl-4-bromoacetylthiazole). As a reaction SMILES: [Br:1]Br.[C:3]([C:6]1[N:7]=[C:8]([CH2:11][NH:12][C:13](=[O:15])[CH3:14])[S:9][CH:10]=1)(=[O:5])[CH3:4]>C(O)(=O)C.O>[C:13]([NH:12][CH2:11][C:8]1[S:9][CH:10]=[C:6]([C:3](=[O:5])[CH2:4][Br:1])[N:7]=1)(=[O:15])[CH3:14]. Reported procedure: Bromine (2.2 g) was added slowly to a solution of 4-acetyl-2-acetylaminomethylthiazole (2.2 g) in acetic acid (20 ml) and water (20 ml), and the mixture was heated at 70° C. for 4 hours. The solvent was removed under reduced pressure to give crude product of 2-acetylaminomethyl-4-bromoacetylthiazole. The above residue was dissolved in ethanol (50 ml). Diaminomethylenethiourea (1.3 g) was added to the solution and the mixture was refluxed for 4 hours. The solvent was removed under reduced pressur... The reactants are C(C)(=O)O[C@H]1[C@@H](O[C@@H]([C@H]([C@@H]1OC(C)=O)OC(C)=O)COC(C)=O)OC1=NNC(=C1CC1=CC=C(C=C1)CCCC(NC(C)(C)C(=O)O)=O)C(C)C (3-(2,3,4,6-tetra-O-acetyl-β-D-glucopyranosyloxy)-4-[(4-{3-[1-carboxy-1-(methyl)ethyl-carbamoyl]propyl}phenyl)methyl]-5-isopropyl-1H-pyrazole), NC(CO)CO (2-amino-1,3-propanediol), OCCN1CCNCC1 (1-(2-hydroxyethyl)piperazine). Yields the product [C@@H]1([C@H](O)[C@@H](O)[C@H](O)[C@H](O1)CO)OC1=NNC(=C1CC1=CC=C(C=C1)CCCC(NC(C)(C)C(NC(CO)CO)=O)=O)C(C)C (3-(β-D-Glucopyranosyloxy)-4-{[4-(3-{1-[2-hydroxy-1-(hydroxymethyl)ethylcarbamoyl]-1-(methyl)ethylcarbamoyl}-propyl)phenyl]methyl}-5-isopropyl-1H-pyrazole). As a reaction SMILES: C([O:4][C@@H:5]1[C@@H:10]([O:11]C(=O)C)[C@H:9]([O:15]C(=O)C)[C@@H:8]([CH2:19][O:20]C(=O)C)[O:7][C@H:6]1[O:24][C:25]1[C:29]([CH2:30][C:31]2[CH:36]=[CH:35][C:34]([CH2:37][CH2:38][CH2:39][C:40](=[O:48])[NH:41][C:42]([C:45](O)=[O:46])([CH3:44])[CH3:43])=[CH:33][CH:32]=2)=[C:28]([CH:49]([CH3:51])[CH3:50])[NH:27][N:26]=1)(=O)C.[NH2:52][CH:53]([CH2:56][OH:57])[CH2:54][OH:55].OCCN1CCNCC1>>[C@@H:6]1([O:24][C:25]2[C:29]([CH2:30][C:31]3[CH:36]=[CH:35][C:34]([CH2:37][CH2:38][CH2:39][C:40](=[O:48])[NH:41][C:42]([C:45](=[O:46])[NH:52][CH:53]([CH2:56][OH:57])[CH2:54][OH:55])([CH3:44])[CH3:43])=[CH:33][CH:32]=3)=[C:28]([CH:49]([CH3:51])[CH3:50])[NH:27][N:26]=2)[O:7][C@H:8]([CH2:19][OH:20])[C@@H:9]([OH:15])[C@H:10]([OH:11])[C@H:5]1[OH:4]. Reported procedure: The title compound was prepared in a similar manner to that described in Example 48 using 3-(2,3,4,6-tetra-O-acetyl-β-D-glucopyranosyloxy)-4-[(4-{3-[1-carboxy-1-(methyl)ethyl-carbamoyl]propyl}phenyl)methyl]-5-isopropyl-1H-pyrazole and 2-amino-1,3-propanediol instead of 3-(2,3,4,6-tetra-O-acetyl-β-D-galactopyranosyloxy)-4-[(4-{3-[1-carboxy-1-(methyl)-ethylcarbamoyl]propyl}phenyl)methyl]-5-isopropyl-1H-pyrazole and 1-(2-hydroxyethyl)piperazine, respectively. The reactants are CC(C)(C)CO, Cc1ccc(-n2ccc3c(Cl)nn(C)c(=O)c32)c(C)c1, [H-], [Na+], CN(C)C=O, O. Product: Cc1ccc(-n2ccc3c(OCC(C)(C)C)nn(C)c(=O)c32)c(C)c1. Reaction SMILES: [CH2:1]([C:2]([CH3:3])([CH3:4])[CH3:5])[OH:6].[Cl:9][c:10]1[c:11]2[c:12]([c:13](=[O:17])[n:14]([CH3:16])[n:15]1)[n:18](-[c:21]1[c:22]([CH3:28])[cH:23][c:24]([CH3:27])[cH:25][cH:26]1)[cH:19][cH:20]2.[H-:7].[Na+:8].[O:29]=[CH:30][N:31]([CH3:32])[CH3:33].[OH2:34]>>[CH2:1]([C:2]([CH3:3])([CH3:4])[CH3:5])[O:6][c:10]1[c:11]2[c:12]([c:13](=[O:17])[n:14]([CH3:16])[n:15]1)[n:18](-[c:21]1[c:22]([CH3:28])[cH:23][c:24]([CH3:27])[cH:25][cH:26]1)[cH:19][cH:20]2.